Dataset: the Open Reaction Database (ORD), a public repository of structured organic reaction records. Task: describe an organic reaction: reactants, conditions, products, and yield The reactants are N[C@@H]1[C@@H](CN(CC1)C(=O)OC(C)(C)C)F (cis-tert-butyl 4-amino-3-fluoropiperidine-1-carboxylate), C(=O)([O-])[O-].[K+].[K+] (K2CO3), ClC(=O)OCC1=CC=CC=C1 (benzyl chloroformate). Solvent: C1CCOC1 (THF), O (water), CCOC(=O)C (EtOAc), O (water). Conditions: time 5 hour. Product: C(C1=CC=CC=C1)OC(=O)N[C@@H]1[C@@H](CN(CC1)C(=O)OC(C)(C)C)F (cis-tert-butyl 4-(benzyloxycarbonylamino)-3-fluoropiperidine-1-carboxylate). As a reaction SMILES: [NH2:1][C@H:2]1[CH2:7][CH2:6][N:5]([C:8]([O:10][C:11]([CH3:14])([CH3:13])[CH3:12])=[O:9])[CH2:4][C@H:3]1[F:15].C([O-])([O-])=O.[K+].[K+].Cl[C:23]([O:25][CH2:26][C:27]1[CH:32]=[CH:31][CH:30]=[CH:29][CH:28]=1)=[O:24]>C1COCC1.O.CCOC(C)=O>[CH2:26]([O:25][C:23]([NH:1][C@H:2]1[CH2:7][CH2:6][N:5]([C:8]([O:10][C:11]([CH3:12])([CH3:14])[CH3:13])=[O:9])[CH2:4][C@H:3]1[F:15])=[O:24])[C:27]1[CH:32]=[CH:31][CH:30]=[CH:29][CH:28]=1 |f:1.2.3|. Reported procedure: To a solution of the product from Step D (10 g, 45.8 mmol) in THF (90 mL) and water (20 mL) was added K2CO3 (8.23 g, 59.6 mmol). Once the solid was dissolved benzyl chloroformate (7.19 mL, 50.4 mmol) was added. The reaction was stirred vigorously at ambient temperature for 5.0 hours. Once the reaction was complete by TLC the reaction was diluted with EtOAc (100 mL) and water (20 mL). The layers were separated and the organic layer was washed with brine, then dried over Na2SO4, filtered and conce... Reactants: CCN=C=NCCCN(C)C, CCN(C(C)C)C(C)C, Cl, NCC(=O)N1CCN(C(=O)c2ccccc2C(F)(F)F)CC1, CN(C)C=O, O, On1nnc2ccccc21, O=C(O)c1ccc(-c2nnco2)cc1. Product: O=C(NCC(=O)N1CCN(C(=O)c2ccccc2C(F)(F)F)CC1)c1ccc(-c2nnco2)cc1. RXN SMILES: [CH3:24][CH2:25][N:26]=[C:27]=[N:28][CH2:29][CH2:30][CH2:31][N:32]([CH3:33])[CH3:34].[CH:1]([N:2]([CH2:3][CH3:4])[CH:5]([CH3:6])[CH3:7])([CH3:8])[CH3:9].[ClH:67].[NH2:45][CH2:46][C:47](=[O:48])[N:49]1[CH2:50][CH2:51][N:52]([C:55]([c:56]2[c:57]([C:62]([F:63])([F:64])[F:65])[cH:58][cH:59][cH:60][cH:61]2)=[O:66])[CH2:53][CH2:54]1.[O:68]=[CH:69][N:70]([CH3:71])[CH3:72].[OH2:73].[OH:35][n:36]1[c:37]2[c:38]([cH:39][cH:40][cH:41][cH:42]2)[n:43][n:44]1.[o:10]1[c:11](-[c:15]2[cH:16][cH:17][c:18]([C:19](=[O:20])[OH:21])[cH:22][cH:23]2)[n:12][n:13][cH:14]1>>[o:10]1[c:11](-[c:15]2[cH:16][cH:17][c:18]([C:19](=[O:21])[NH:45][CH2:46][C:47](=[O:48])[N:49]3[CH2:50][CH2:51][N:52]([C:55]([c:56]4[c:57]([C:62]([F:63])([F:64])[F:65])[cH:58][cH:59][cH:60][cH:61]4)=[O:66])[CH2:53][CH2:54]3)[cH:22][cH:23]2)[n:12][n:13][cH:14]1.